This data is from the Open Reaction Database (ORD), a public repository of structured organic reaction records. The task is: describe an organic reaction: reactants, conditions, products, and yield Starting materials: [Br-], COc1ccc2nc3c(cc2c1)c(Br)nn3C, CN1CCCC1. The product is COc1ccc2nc3c(cc2c1)c(C#N)nn3C. As a reaction SMILES: [Br-:18].[Br:1][c:2]1[n:3][n:4]([CH3:17])[c:5]2[n:6][c:7]3[cH:8][cH:9][c:10]([O:15][CH3:16])[cH:11][c:12]3[cH:13][c:14]12.[CH3:19][N:20]1[CH2:21][CH2:22][CH2:23][CH2:24]1>>[c:2]1([C:19]#[N:20])[n:3][n:4]([CH3:17])[c:5]2[n:6][c:7]3[cH:8][cH:9][c:10]([O:15][CH3:16])[cH:11][c:12]3[cH:13][c:14]12. Reactants: CN=C=O (Methyl isocyanate), NC=1SC2=C(N1)CC(CC2(C)C)(C)C (2-Amino-5,5,7,7-tetramethyl-4,5,6,7-tetrahydrobenzothiazole), [N-]=C=O (isocyanate). Solvent: C(C)(=O)OCC (ethyl acetate). Reaction conditions: time 2 hour. Product: CC1(CC(C2=C(N=C(S2)NC(=O)NC)C1)(C)C)C (N-(5,5,7,7-TETRAMETHYL-4,5,6,7-TETRAHYDROBENZOTHIAZOL-2-YL)-N'-METHYLUREA). Reaction SMILES: [NH2:1][C:2]1[S:3][C:4]2[C:10]([CH3:12])([CH3:11])[CH2:9][C:8]([CH3:14])([CH3:13])[CH2:7][C:5]=2[N:6]=1.[CH3:15][N:16]=[C:17]=[O:18].[N-]=C=O>C(OCC)(=O)C>[CH3:13][C:8]1([CH3:14])[CH2:7][C:5]2[N:6]=[C:2]([NH:1][C:17]([NH:16][CH3:15])=[O:18])[S:3][C:4]=2[C:10]([CH3:12])([CH3:11])[CH2:9]1. Procedure: 2-Amino-5,5,7,7-tetramethyl-4,5,6,7-tetrahydrobenzothiazole (21 grams; 0.1 mole) was dissolved in ethyl acetate (100 ml) and the solution charged into a glass reaction vessel fitted with a mechanical stirrer and themometer. Methyl isocyanate (6.2 grams 0.11 mole) was added dropwise to this solution over a period of 30 minutes. The temperature of the reactants was at about 20°-25° C. during the addition. At the conclusion of the isocyanate addition, stirring was continued at room temperature for ... The reactants are CN(C)[Si](C)(C)C (N,N-dimethyltrimethylsilylamine), FC(C(F)(F)F)(F)P([O-])(=O)C(C(F)(F)F)(F)F.CN(C)[C+](Cl)N(C)C (bis(dimethylamino)chlorocarbenium bis(pentafluoroethyl)phosphinate). The solvent is C(Cl)(Cl)Cl (chloroform). Reaction conditions: time 1 hour. The product is FC(C(F)(F)F)(F)P([O-])(=O)C(C(F)(F)F)(F)F.CN(C(N(C)C)=[N+](C)C)C (hexamethylguanidinium bis(pentafluoroethyl)phosphinate). Isolated yield 99.0%. RXN SMILES: [CH3:1][N:2]([Si](C)(C)C)[CH3:3].[F:8][C:9]([P:15]([C:18]([F:24])([F:23])[C:19]([F:22])([F:21])[F:20])(=[O:17])[O-:16])([F:14])[C:10]([F:13])([F:12])[F:11].[CH3:25][N:26]([C+:28]([N:30]([CH3:32])[CH3:31])Cl)[CH3:27]>C(Cl)(Cl)Cl>[F:14][C:9]([P:15]([C:18]([F:23])([F:24])[C:19]([F:22])([F:21])[F:20])(=[O:16])[O-:17])([F:8])[C:10]([F:13])([F:12])[F:11].[CH3:1][N:2]([CH3:3])[C:28](=[N+:26]([CH3:27])[CH3:25])[N:30]([CH3:32])[CH3:31] |f:1.2,4.5|. Reported procedure: 20 ml of dry chloroform and 1.85 g (15.78 mmol) of N,N-dimethyltrimethylsilylamine are added to 6.23 g (14.27 mmol) of bis(dimethylamino)chlorocarbenium bis(pentafluoroethyl)phosphinate. The reaction mixture is stirred for 1 hour at room temperature, and all volatile products are removed under reduced pressure. The residue is subsequently dried at 7.0 Pa and an oil-bath temperature of 50° C. for 1 hour, giving 6.29 g of hexamethylguanidinium bis(pentafluoroethyl)phosphinate, corresponding to a y... The reactants are BrCCBr, CC(=O)c1cc([N+](=O)[O-])c(O)c(C(C)(C)C)c1, O=C([O-])[O-], CCOC(C)=O, CN(C)C=O, [K+], [K+]. Product: CC(=O)c1cc([N+](=O)[O-])c(OCCBr)c(C(C)(C)C)c1. Reaction SMILES: [Br:7][CH2:8][CH2:9][Br:10].[C:11]([CH3:12])([CH3:13])([CH3:14])[c:15]1[cH:16][c:17]([C:25]([CH3:26])=[O:27])[cH:18][c:19]([N+:22](=[O:23])[O-:24])[c:20]1[OH:21].[C:1](=[O:2])([O-:3])[O-:4].[CH3:28][CH2:29][O:30][C:31](=[O:32])[CH3:33].[CH3:34][N:35]([CH3:36])[CH:37]=[O:38].[K+:5].[K+:6]>>[Br:7][CH2:8][CH2:9][O:21][c:20]1[c:15]([C:11]([CH3:12])([CH3:13])[CH3:14])[cH:16][c:17]([C:25]([CH3:26])=[O:27])[cH:18][c:19]1[N+:22](=[O:23])[O-:24].